This data is from the Open Reaction Database (ORD), a public repository of structured organic reaction records. The task is: describe an organic reaction: reactants, conditions, products, and yield Starting materials: NC1=CC=C(C(=O)OCC)C=C1 (ethyl p-aminobenzoate), BrCCC1=CC=CC=C1 ((2-bromoethyl)benzene), CN(P(=O)(N(C)C)N(C)C)C (hexamethylphosphoramide). The solvent is O (water). Conditions: temperature -20 celsius. Product: C(CC1=CC=CC=C1)NC1=CC=C(C(=O)O)C=C1 (p-(Phenethylamino)benzoic acid). Reaction SMILES: [NH2:1][C:2]1[CH:12]=[CH:11][C:5]([C:6]([O:8]CC)=[O:7])=[CH:4][CH:3]=1.Br[CH2:14][CH2:15][C:16]1[CH:21]=[CH:20][CH:19]=[CH:18][CH:17]=1.CN(C)P(N(C)C)(N(C)C)=O>O>[CH2:14]([NH:1][C:2]1[CH:3]=[CH:4][C:5]([C:6]([OH:8])=[O:7])=[CH:11][CH:12]=1)[CH2:15][C:16]1[CH:21]=[CH:20][CH:19]=[CH:18][CH:17]=1. Procedure: A mixture of 16.5 g. of ethyl p-aminobenzoate, 10.3 g. of (2-bromoethyl)benzene and 50 ml. of hexamethylphosphoramide is heated in an oil bath at 115°-120° C. for 17 hours. The mixture is put into ice and water and extracted with ether. The ether extracts are washed with water, dried over magnesium sulfate and concentrated in vacuo to an oil. The oil is combined with 200 ml. of ethanol-water (9:1) and 20 g. of potassium hydroxide and the mixture is refluxed for 3.5 hours. After chilling the mixt... The reactants are Cl.Cl.COC=1C(=CC=2CC3N(C(C2C1)C1=CC=CC=C1)CCNC3)OC (8,9-Dimethoxy-6-phenyl-1,3,4,6,11,11a-hexahydro-2H-pyrazino[1,2-b]isoquinoline dihydrochloride), C([O-])([O-])=O.[K+].[K+] (potassium carbonate), C(C1=CC=CC=C1)Br (benzyl bromide). Solvent: CN(C=O)C (N,N-dimethylformamide), C(Cl)(Cl)Cl (chloroform). Run at time 3 hour. Product: Cl.Cl.COC=1C(=CC=2CC3N(C(C2C1)C1=CC=CC=C1)CCN(C3)CC3=CC=CC=C3)OC (8,9-dimethoxy-2-benzyl-6-phenyl-1,3,4,6,11,11a-hexahydro-2H-pyrazino[1,2-b]isoquinoline dihydrochloride). Reaction SMILES: [ClH:1].Cl.[CH3:3][O:4][C:5]1[C:6]([O:25][CH3:26])=[CH:7][C:8]2[CH2:9][CH:10]3[CH2:24][NH:23][CH2:22][CH2:21][N:11]3[CH:12]([C:15]3[CH:20]=[CH:19][CH:18]=[CH:17][CH:16]=3)[C:13]=2[CH:14]=1.C(=O)([O-])[O-].[K+].[K+].[CH2:33](Br)[C:34]1[CH:39]=[CH:38][CH:37]=[CH:36][CH:35]=1>CN(C)C=O.C(Cl)(Cl)Cl>[ClH:1].[ClH:1].[CH3:3][O:4][C:5]1[C:6]([O:25][CH3:26])=[CH:7][C:8]2[CH2:9][CH:10]3[CH2:24][N:23]([CH2:33][C:34]4[CH:39]=[CH:38][CH:37]=[CH:36][CH:35]=4)[CH2:22][CH2:21][N:11]3[CH:12]([C:15]3[CH:20]=[CH:19][CH:18]=[CH:17][CH:16]=3)[C:13]=2[CH:14]=1 |f:0.1.2,3.4.5,9.10.11|. Procedure details: 8,9-Dimethoxy-6-phenyl-1,3,4,6,11,11a-hexahydro-2H-pyrazino[1,2-b]isoquinoline dihydrochloride (the compound obtained in Example 1-(6)) (2 g) is dissolved in N,N-dimethylformamide (10 ml), and thereto are added potassium carbonate (2.8 g) and benzyl bromide (0.7 ml), and the mixture is stirred at room temperature for 3 hours. The reaction solution is diluted with chloroform, washed with a saturated aqueous sodium hydrogen carbonate solution, dried over magnesium sulfate, and concentrated under r... The reactants are NOCCCCOc1c(Cl)cc(OCC=C(Cl)Cl)cc1Cl, Cl, O=Cc1ccc(C(F)(F)F)cc1, O=C(O)CC(O)(CC(=O)O)C(=O)O, c1ccncc1. Yields the product FC(F)(F)c1ccc(C=NOCCCCOc2c(Cl)cc(OCC=C(Cl)Cl)cc2Cl)cc1. As a reaction SMILES: [Cl:14][c:15]1[c:16]([O:17][CH2:18][CH2:19][CH2:20][CH2:21][O:22][NH2:23])[c:24]([Cl:34])[cH:25][c:26]([O:28][CH2:29][CH:30]=[C:31]([Cl:32])[Cl:33])[cH:27]1.[ClH:13].[F:1][C:2]([c:3]1[cH:4][cH:5][c:6]([CH:7]=[O:8])[cH:9][cH:10]1)([F:11])[F:12].[OH:35][C:36]([CH2:37][C:38]([C:39](=[O:40])[OH:41])([CH2:42][C:43](=[O:44])[OH:45])[OH:46])=[O:47].[cH:48]1[cH:49][cH:50][n:51][cH:52][cH:53]1>>[F:1][C:2]([c:3]1[cH:4][cH:5][c:6]([CH:7]=[N:23][O:22][CH2:21][CH2:20][CH2:19][CH2:18][O:17][c:16]2[c:15]([Cl:14])[cH:27][c:26]([O:28][CH2:29][CH:30]=[C:31]([Cl:32])[Cl:33])[cH:25][c:24]2[Cl:34])[cH:9][cH:10]1)([F:11])[F:12]. Starting materials: FC1=CC=C(C#N)C=C1 (4-fluorobenzonitrile), C(C)(C)(C)OC(=O)N1CCNCC1 (N-tert-butyloxycarbonylpiperazine), C([O-])(O)=O.[Na+] (sodium bicarbonate), C(C)(=O)OCC (ethyl acetate). The solvent is C(C)#N (acetonitrile). Reaction conditions: temperature 80 celsius. Product: C(#N)C1=CC=C(C=C1)N1CCN(CC1)C(=O)OC(C)(C)C (4-(4-cyanophenyl)piperazine-1-carboxylic Acid, Tert-butyl Ester). Isolated yield 23.4%. RXN SMILES: F[C:2]1[CH:9]=[CH:8][C:5]([C:6]#[N:7])=[CH:4][CH:3]=1.[C:10]([O:14][C:15]([N:17]1[CH2:22][CH2:21][NH:20][CH2:19][CH2:18]1)=[O:16])([CH3:13])([CH3:12])[CH3:11].C(=O)(O)[O-].[Na+].C(OCC)(=O)C>C(#N)C>[C:6]([C:5]1[CH:8]=[CH:9][C:2]([N:20]2[CH2:19][CH2:18][N:17]([C:15]([O:14][C:10]([CH3:13])([CH3:12])[CH3:11])=[O:16])[CH2:22][CH2:21]2)=[CH:3][CH:4]=1)#[N:7] |f:2.3|. Reported procedure: A mixture of 4-fluorobenzonitrile (3.6 g) and N-tert-butyloxycarbonylpiperazine (5.58 g) in acetonitrile (60 mL) was heated at 80° C. for 72 hours. The reaction mixture was then cooled to room temperature and then treated with a mixture of sodium bicarbonate solution and ethyl acetate (300 mL, 1:1, v/v). The organic phase was separated and then evaporated. The residue was subjected to chromatography on silica gel eluting with a mixtures of heptane and ethyl acetate (from 3:7 to 1:1, v/v) to give...